Task: describe an organic reaction: reactants, conditions, products, and yield. Dataset: the Open Reaction Database (ORD), a public repository of structured organic reaction records Starting materials: COc1cc(C(=O)N2CCC(CCOS(C)(=O)=O)(c3ccccc3)C2)cc(OC)c1OC, CCOC(C)=O, CC#N, CCN(C(C)C)C(C)C, Fc1ccc(Cn2c(NC3CCNCC3)nc3ccccc32)cc1. Product: COc1cc(C(=O)N2CCC(CCN3CCC(Nc4nc5ccccc5n4Cc4ccc(F)cc4)CC3)(c3ccccc3)C2)cc(OC)c1OC. Reaction SMILES: [CH3:1][O:2][c:3]1[cH:4][c:5]([C:6](=[O:7])[N:8]2[CH2:9][C:10]([CH2:13][CH2:14][O:15][S:16]([CH3:17])(=[O:18])=[O:19])([c:20]3[cH:21][cH:22][cH:23][cH:24][cH:25]3)[CH2:11][CH2:12]2)[cH:26][c:27]([O:31][CH3:32])[c:28]1[O:29][CH3:30].[CH3:66][CH2:67][O:68][C:69](=[O:70])[CH3:71].[CH3:72][C:73]#[N:74].[CH:57]([N:58]([CH2:59][CH3:60])[CH:61]([CH3:62])[CH3:63])([CH3:64])[CH3:65].[F:33][c:34]1[cH:35][cH:36][c:37]([CH2:38][n:39]2[c:40]([NH:48][CH:49]3[CH2:50][CH2:51][NH:52][CH2:53][CH2:54]3)[n:41][c:42]3[c:43]2[cH:44][cH:45][cH:46][cH:47]3)[cH:55][cH:56]1>>[CH3:1][O:2][c:3]1[cH:4][c:5]([C:6](=[O:7])[N:8]2[CH2:9][C:10]([CH2:13][CH2:14][N:52]3[CH2:51][CH2:50][CH:49]([NH:48][c:40]4[n:39]([CH2:38][c:37]5[cH:36][cH:35][c:34]([F:33])[cH:56][cH:55]5)[c:43]5[c:42]([n:41]4)[cH:47][cH:46][cH:45][cH:44]5)[CH2:54][CH2:53]3)([c:20]3[cH:21][cH:22][cH:23][cH:24][cH:25]3)[CH2:11][CH2:12]2)[cH:26][c:27]([O:31][CH3:32])[c:28]1[O:29][CH3:30].